This data is from the Open Reaction Database (ORD), a public repository of structured organic reaction records. The task is: describe an organic reaction: reactants, conditions, products, and yield Starting materials: CC(C)NC(=O)N1CCC(N2CCNCC2)CC1, CCOc1cc(C(C)(C)C#N)ccc1C1=NC(C)(c2ccc(Cl)cc2)C(C)(c2ccc(Cl)cc2)N1C(=O)Cl, O=C(O)C(F)(F)F. Product: CCOc1cc(C(C)(C)C#N)ccc1C1=NC(C)(c2ccc(Cl)cc2)C(C)(c2ccc(Cl)cc2)N1C(=O)N1CCN(C2CCN(C(=O)NC(C)C)CC2)CC1. RXN SMILES: [CH:46]([CH3:47])([CH3:48])[NH:49][C:50](=[O:51])[N:52]1[CH2:53][CH2:54][CH:55]([N:58]2[CH2:59][CH2:60][NH:61][CH2:62][CH2:63]2)[CH2:56][CH2:57]1.[Cl:1][c:2]1[cH:3][cH:4][c:5]([C:8]2([CH3:38])[N:9]=[C:10]([c:24]3[c:25]([O:35][CH2:36][CH3:37])[cH:26][c:27]([C:30]([CH3:31])([CH3:32])[C:33]#[N:34])[cH:28][cH:29]3)[N:11]([C:21](=[O:22])[Cl:23])[C:12]2([CH3:13])[c:14]2[cH:15][cH:16][c:17]([Cl:20])[cH:18][cH:19]2)[cH:6][cH:7]1.[F:39][C:40]([F:41])([F:42])[C:43]([OH:44])=[O:45]>>[Cl:1][c:2]1[cH:3][cH:4][c:5]([C:8]2([CH3:38])[N:9]=[C:10]([c:24]3[c:25]([O:35][CH2:36][CH3:37])[cH:26][c:27]([C:30]([CH3:31])([CH3:32])[C:33]#[N:34])[cH:28][cH:29]3)[N:11]([C:21](=[O:22])[N:61]3[CH2:60][CH2:59][N:58]([CH:55]4[CH2:54][CH2:53][N:52]([C:50]([NH:49][CH:46]([CH3:47])[CH3:48])=[O:51])[CH2:57][CH2:56]4)[CH2:63][CH2:62]3)[C:12]2([CH3:13])[c:14]2[cH:15][cH:16][c:17]([Cl:20])[cH:18][cH:19]2)[cH:6][cH:7]1. Reactants: C(C)(=O)O[C@@H]1CC[C@H](CC1)CCCCCC(=O)O (trans-6-(4-Acetoxycyclohexyl)hexanoic acid). Solvent: S(=O)(Cl)Cl (thionyl chloride). Conditions: time 3 day. Yields the product C(C)(=O)O[C@@H]1CC[C@H](CC1)CCCCCC(=O)OOC(CCCCC[C@@H]1CC[C@H](CC1)OC(C)=O)=O (bis[trans-6-(4-acetoxycyclohexyl)hexanoyl]peroxide). As a reaction SMILES: [C:1]([O:4][C@H:5]1[CH2:10][CH2:9][C@H:8]([CH2:11][CH2:12][CH2:13][CH2:14][CH2:15][C:16]([OH:18])=[O:17])[CH2:7][CH2:6]1)(=[O:3])[CH3:2]>S(Cl)(Cl)=O>[C:1]([O:4][C@H:5]1[CH2:10][CH2:9][C@H:8]([CH2:11][CH2:12][CH2:13][CH2:14][CH2:15][C:16]([O:18][O:18][C:16](=[O:17])[CH2:15][CH2:14][CH2:13][CH2:12][CH2:11][C@H:8]2[CH2:7][CH2:6][C@H:5]([O:4][C:1](=[O:3])[CH3:2])[CH2:10][CH2:9]2)=[O:17])[CH2:7][CH2:6]1)(=[O:3])[CH3:2]. Reported procedure: trans-6-(4-Acetoxycyclohexyl)hexanoic acid (4.8 g) is dissolved in thionyl chloride (5 ml), and the solution is allowed to stand at room temperature for 3 days. The excess thionyl chloride is distilled off under reduced pressure togive a crude acid chloride. This product is dissolved in petroleum ether (40 ml), and ice-water (20 ml) is added. Thereafter, sodium peroxide (3 g) is added portionwise with ice-cooling and stirring. The mixture is extracted with chloroform and the extract is washed wi...